From a dataset of the Open Reaction Database (ORD), a public repository of structured organic reaction records. describe an organic reaction: reactants, conditions, products, and yield The reactants are ClC=1C(=NC(=NC1)NC1=C(C=C(C(=C1)[N+](=O)[O-])N1CC(C1)N(C)C)OC)C1=CNC2=CC=CC=C12 (5-chloro-N-[4-(3-dimethylaminoazetidin-1-yl)-2-methoxy-5-nitrophenyl]-4-(1H-indol-3-yl)pyrimidin-2-amine), ClC=1C(=NC(=NC1)NC1=C(C=C(C(=C1)[N+](=O)[O-])N1CC(C1)N(C)C)OC)C1=CNC2=CC=CC=C12 (5-chloro-N-[4-(3-dimethylaminoazetidin-1-yl)-2-methoxy-5-nitrophenyl]-4-(1H-indol-3-yl)pyrimidin-2-amine), [NH4+].[Cl-] (NH4Cl). The reagents and catalysts are [Fe] (iron). The solvent is C(C)O (ethanol), O (water). Product: ClC=1C(=NC(=NC1)NC1=CC(=C(C=C1OC)N1CC(C1)N(C)C)N)C1=CNC2=CC=CC=C12 (N-[5-Chloro-4-(1H-indol-3-yl)pyrimidin-2-yl]-4-(3-dimethylaminoazetidin-1-yl)-6-methoxybenzene-1,3-diamine). Isolated yield 99.5%. As a reaction SMILES: [Cl:1][C:2]1[C:3]([C:27]2[C:35]3[C:30](=[CH:31][CH:32]=[CH:33][CH:34]=3)[NH:29][CH:28]=2)=[N:4][C:5]([NH:8][C:9]2[CH:14]=[C:13]([N+:15]([O-])=O)[C:12]([N:18]3[CH2:21][CH:20]([N:22]([CH3:24])[CH3:23])[CH2:19]3)=[CH:11][C:10]=2[O:25][CH3:26])=[N:6][CH:7]=1.[NH4+].[Cl-]>C(O)C.O.[Fe]>[Cl:1][C:2]1[C:3]([C:27]2[C:35]3[C:30](=[CH:31][CH:32]=[CH:33][CH:34]=3)[NH:29][CH:28]=2)=[N:4][C:5]([NH:8][C:9]2[C:10]([O:25][CH3:26])=[CH:11][C:12]([N:18]3[CH2:21][CH:20]([N:22]([CH3:24])[CH3:23])[CH2:19]3)=[C:13]([NH2:15])[CH:14]=2)=[N:6][CH:7]=1 |f:1.2|. Procedure: A mixture of 5-chloro-N-[4-(3-dimethylaminoazetidin-1-yl)-2-methoxy-5-nitrophenyl]-4-(1H-indol-3-yl)pyrimidin-2-amine (Intermediate 119, 347 mg, 0.70 mmol), iron (235 mg, 4.22 mmol) and NH4Cl (26.3 mg, 0.49 mmol) in ethanol (9 mL) and water (3 mL) was heated at reflux for 1 h. The mixture was then purified by ion exchange chromatography, using an SCX column and eluting with 7M methanolic ammonia. Appropriate fractions were combined and concentrated in vacuo onto silica. Further purification by F... Reactants: COc1ccc(CCBr)cc1OC, COc1ccc(OC)c(Sc2nc3c(N)ncnc3[nH]2)c1. Product: COc1ccc(OC)c(Sc2nc3c(N)ncnc3n2CCc2ccc(OC)c(OC)c2)c1. Reaction SMILES: [Br:22][CH2:23][CH2:24][c:25]1[cH:26][c:27]([O:33][CH3:34])[c:28]([O:31][CH3:32])[cH:29][cH:30]1.[CH3:1][O:2][c:3]1[c:4]([S:11][c:12]2[nH:13][c:14]3[n:15][cH:16][n:17][c:18]([NH2:21])[c:19]3[n:20]2)[cH:5][c:6]([O:9][CH3:10])[cH:7][cH:8]1>>[CH3:1][O:2][c:3]1[c:4]([S:11][c:12]2[n:13]([CH2:23][CH2:24][c:25]3[cH:26][c:27]([O:33][CH3:34])[c:28]([O:31][CH3:32])[cH:29][cH:30]3)[c:14]3[n:15][cH:16][n:17][c:18]([NH2:21])[c:19]3[n:20]2)[cH:5][c:6]([O:9][CH3:10])[cH:7][cH:8]1. Reactants: CS(C)=O, [O-][Cl+][O-], Cl, CCCC1(CC=O)OCCc2c1[nH]c1c(F)ccc(C(=O)N3CCOCC3)c21, [Na+], O. Yields the product CCCC1(CC(=O)O)OCCc2c1[nH]c1c(F)ccc(C(=O)N3CCOCC3)c21. As a reaction SMILES: [CH3:35][S:36]([CH3:37])=[O:38].[Cl+:30]([O-:31])[O-:32].[ClH:34].[F:1][c:2]1[cH:3][cH:4][c:5]([C:21](=[O:22])[N:23]2[CH2:24][CH2:25][O:26][CH2:27][CH2:28]2)[c:6]2[c:7]3[c:8]([nH:9][c:10]12)[C:11]([CH2:15][CH2:16][CH3:17])([CH2:18][CH:19]=[O:20])[O:12][CH2:13][CH2:14]3.[Na+:33].[OH2:29]>>[F:1][c:2]1[cH:3][cH:4][c:5]([C:21](=[O:22])[N:23]2[CH2:24][CH2:25][O:26][CH2:27][CH2:28]2)[c:6]2[c:7]3[c:8]([nH:9][c:10]12)[C:11]([CH2:15][CH2:16][CH3:17])([CH2:18][C:19](=[O:20])[OH:31])[O:12][CH2:13][CH2:14]3. Starting materials: ClCCCl, CN(C)CC(C(=O)O)c1ccsc1, CN(C)c1ccncc1, Nc1ccc2cnccc2c1, [Na+], O=C([O-])O, c1ccncc1. Yields the product CN(C)CC(C(=O)Nc1ccc2cnccc2c1)c1ccsc1. Reaction SMILES: [CH2:14]([Cl:15])[CH2:16][Cl:17].[CH3:1][N:2]([CH2:3][CH:4]([C:5](=[O:6])[OH:7])[c:8]1[cH:9][s:10][cH:11][cH:12]1)[CH3:13].[CH3:40][N:41]([c:42]1[cH:43][cH:44][n:45][cH:46][cH:47]1)[CH3:48].[NH2:18][c:19]1[cH:20][c:21]2[cH:22][cH:23][n:24][cH:25][c:26]2[cH:27][cH:28]1.[Na+:33].[O-:29][C:30]([OH:31])=[O:32].[cH:34]1[cH:35][cH:36][n:37][cH:38][cH:39]1>>[CH3:1][N:2]([CH2:3][CH:4]([C:5](=[O:7])[NH:18][c:19]1[cH:20][c:21]2[cH:22][cH:23][n:24][cH:25][c:26]2[cH:27][cH:28]1)[c:8]1[cH:9][s:10][cH:11][cH:12]1)[CH3:13]. Reactants: C[S-].[Na+] (Sodium thiomethoxide), C1(CCCC1)OC=1C=C(C(=O)OC2CCCC2)C=CC1[N+](=O)[O-] (cyclopentyl 3-cyclopentyloxy-4-nitrobenzoate), [Cl-].[Na+] (sodium chloride). The solvent is O (water), CN1C(N(CC1)C)=O (N,N'-dimethylimidazolidinone). Run at time 4 hour. The product is C1(CCCC1)OC=1C=C(C(=O)OC2CCCC2)C=CC1SC (cyclopentyl 3-cyclopentyloxy-4-(methylthio)benzoate). Isolated yield 81.1%. Reaction SMILES: [CH3:1][S-:2].[Na+].[CH:4]1([O:9][C:10]2[CH:11]=[C:12]([CH:21]=[CH:22][C:23]=2[N+]([O-])=O)[C:13]([O:15][CH:16]2[CH2:20][CH2:19][CH2:18][CH2:17]2)=[O:14])[CH2:8][CH2:7][CH2:6][CH2:5]1.[Cl-].[Na+]>CN1CCN(C)C1=O.O>[CH:4]1([O:9][C:10]2[CH:11]=[C:12]([CH:21]=[CH:22][C:23]=2[S:2][CH3:1])[C:13]([O:15][CH:16]2[CH2:20][CH2:19][CH2:18][CH2:17]2)=[O:14])[CH2:8][CH2:7][CH2:6][CH2:5]1 |f:0.1,3.4|. Reported procedure: Sodium thiomethoxide (0.177 g, 2.5 mmol) is added portionwise to a stirred solution of cyclopentyl 3-cyclopentyloxy-4-nitrobenzoate (0.64 g, 2 mmol) in N,N'-dimethylimidazolidinone (10 mL) at ambient temperature under an atmosphere of nitrogen and stirring continued for 4 hours. The mixture is then diluted with water (100 mL) containing sodium chloride (15 g) and extracted with ethyl acetate (2×50 mL). The combined extract is washed with saturated brine (1×100 mL) and then dried over magnesium s... The reactants are CN1CCc2c(Br)ccc([N+](=O)[O-])c2C1, CCO. The product is CN1CCc2c(Br)ccc(N)c2C1. RXN SMILES: [Br:1][c:2]1[c:3]2[c:8]([c:9]([N+:12]([O-:13])=[O:14])[cH:10][cH:11]1)[CH2:7][N:6]([CH3:15])[CH2:5][CH2:4]2.[CH3:16][CH2:17][OH:18]>>[Br:1][c:2]1[c:3]2[c:8]([c:9]([NH2:12])[cH:10][cH:11]1)[CH2:7][N:6]([CH3:15])[CH2:5][CH2:4]2. Starting materials: [BH4-].[Na+] (sodium borohydride), O1[C@H]2[C@@H]1C(C[C@@H]1[C@@H](C[C@H]3[C@@H]4CC[C@H]([C@@H](CCCC(C)(C)O)C)[C@]4(CC[C@@H]3[C@@]21C)C)OS(=O)(=O)C)=O (1α,2α-epoxy-6β-methylsulfonyloxy-5α-cholestan-25-ol-3-one), O (Water). Solvent: O1CCCC1 (tetrahydrofuran). Reaction conditions: time 25 minute. The product is O1[C@H]2[C@@H]1C(C[C@@H]1[C@@H](C[C@H]3[C@@H]4CC[C@H]([C@@H](CCCC(C)(C)O)C)[C@]4(CC[C@@H]3[C@@]21C)C)OS(=O)(=O)C)O (1α,2α-epoxy-25-hydroxy-6β-methylsulfonyloxy-5α-cholestan-3-ol). Reaction SMILES: [BH4-].[Na+].[O:3]1[C@H:5]2[C:6](=[O:37])[CH2:7][C@H:8]3[C@:29]([CH3:30])([C@@H:4]12)[C@@H:28]1[C@H:11]([C@H:12]2[C@:25]([CH3:31])([CH2:26][CH2:27]1)[C@@H:15]([C@H:16]([CH3:24])[CH2:17][CH2:18][CH2:19][C:20]([OH:23])([CH3:22])[CH3:21])[CH2:14][CH2:13]2)[CH2:10][C@H:9]3[O:32][S:33]([CH3:36])(=[O:35])=[O:34].O>O1CCCC1>[O:3]1[C@H:5]2[CH:6]([OH:37])[CH2:7][C@H:8]3[C@:29]([CH3:30])([C@@H:4]12)[C@@H:28]1[C@H:11]([C@H:12]2[C@:25]([CH3:31])([CH2:26][CH2:27]1)[C@@H:15]([C@H:16]([CH3:24])[CH2:17][CH2:18][CH2:19][C:20]([OH:23])([CH3:22])[CH3:21])[CH2:14][CH2:13]2)[CH2:10][C@H:9]3[O:32][S:33]([CH3:36])(=[O:35])=[O:34] |f:0.1|. Procedure details: To 1-molar diborane-tetrahydrofuran complex (not stabilized with sodium borohydride, 157 ml) cooled in an ice bath, was added dropwise over about 25 minutes a solution of 1α,2α-epoxy-6β-methylsulfonyloxy-5α-cholestan-25-ol-3-one (20.0 g, 0.392 mole), in tetrahydrofuran (100 ml), with stirring under an atmosphere of nitrogen. After the addition was complete, the solution was stirred for about 25 minutes. Water was cautiously added to the reaction mixture cooled in an ice bath. The mixture was sti...